Dataset: the Open Reaction Database (ORD), a public repository of structured organic reaction records. Task: describe an organic reaction: reactants, conditions, products, and yield Starting materials: O (water), C(C)(C)(C)OC(=O)N1CCC(CC1)N(C1CC1)C(=O)C=1C=NC(=NC1)Cl (4-[(2-chloro-pyrimidine-5-carbonyl)-cyclopropyl-amino]-piperidine-1-carboxylic acid tert-butyl ester), C(C)N(C(C)C)C(C)C (ethyldiisopropylamine), N1C=NC=C1 (1H-imidazole). The solvent is CN1C(CCC1)=O (N-methyl-2-pyrrolidinon). Conditions: temperature 100 celsius. Product: C(C)(C)(C)OC(=O)N1CCC(CC1)N(C(=O)C=1C=NC(=NC1)N1C=NC=C1)C1CC1 (4-[Cyclopropyl-(2-imidazol-1-yl-pyrimidine-5-carbonyl)-amino]-piperidine-1-carboxylic acid tert-butyl ester). As a reaction SMILES: [C:1]([O:5][C:6]([N:8]1[CH2:13][CH2:12][CH:11]([N:14]([C:18]([C:20]2[CH:21]=[N:22][C:23](Cl)=[N:24][CH:25]=2)=[O:19])[CH:15]2[CH2:17][CH2:16]2)[CH2:10][CH2:9]1)=[O:7])([CH3:4])([CH3:3])[CH3:2].C(N(C(C)C)C(C)C)C.[NH:36]1[CH:40]=[CH:39][N:38]=[CH:37]1.O>CN1CCCC1=O>[C:1]([O:5][C:6]([N:8]1[CH2:13][CH2:12][CH:11]([N:14]([CH:15]2[CH2:17][CH2:16]2)[C:18]([C:20]2[CH:21]=[N:22][C:23]([N:36]3[CH:40]=[CH:39][N:38]=[CH:37]3)=[N:24][CH:25]=2)=[O:19])[CH2:10][CH2:9]1)=[O:7])([CH3:4])([CH3:3])[CH3:2]. Procedure details: A mixture of 4-[(2-chloro-pyrimidine-5-carbonyl)-cyclopropyl-amino]-piperidine-1-carboxylic acid tert-butyl ester (3.00 g), ethyldiisopropylamine (1.97 mL) and 1H-imidazole (520 mg) in N-methyl-2-pyrrolidinon (10 mL) is stirred over night at 100° C. After cooling to room temperature, water is added and the precipitate is filtered off and dried. LC (method 9): tR=1.29 min; Mass spectrum (ESI+): m/z=413 [M+H]+. The reactants are [Si](C)(C)(C(C)(C)C)OCC1(CC=2N(CCS1)C(=NN2)C2(CC2)C2=CC=C(C=C2)B2OC(C(O2)(C)C)(C)C)C (8-({[Tert-butyl(dimethyl)silyl]oxy}methyl)-8-methyl-3-{1-[4-(4,4,5,5-tetramethyl-1,3,2-dioxaborolan-2-yl)phenyl]cyclopropyl}-5,6,8,9-tetrahydro[1,2,4]triazolo[4,3-d][1,4]thiazepine), BrC=1C=NC=CC1C (3-bromo-4-methylpyridine), C([O-])([O-])=O.[K+].[K+] (potassium carbonate). The reagents and catalysts are C=1C=CC(=CC1)[P](C=2C=CC=CC2)(C=3C=CC=CC3)[Pd]([P](C=4C=CC=CC4)(C=5C=CC=CC5)C=6C=CC=CC6)([P](C=7C=CC=CC7)(C=8C=CC=CC8)C=9C=CC=CC9)[P](C=1C=CC=CC1)(C=1C=CC=CC1)C=1C=CC=CC1 (tetrakis(triphenylphosphine)palladium(0)). Solvent: C(OC)COC (dimethoxyethane), O (water). Product: [Si](C)(C)(C(C)(C)C)OCC1(CC=2N(CCS1)C(=NN2)C2(CC2)C2=CC=C(C=C2)C=2C=NC=CC2C)C (8-({[Tert-butyl(dimethyl)silyl]oxy}methyl)-8-methyl-3-{1-[4-(4-methylpyridin-3-yl)phenyl]cyclopropyl}-5,6,8,9-tetrahydro[1,2,4]triazolo[4,3-d][1,4]thiazepine). Yield: 73.0%. RXN SMILES: [Si:1]([O:8][CH2:9][C:10]1([CH3:38])[S:16][CH2:15][CH2:14][N:13]2[C:17]([C:20]3([C:23]4[CH:28]=[CH:27][C:26](B5OC(C)(C)C(C)(C)O5)=[CH:25][CH:24]=4)[CH2:22][CH2:21]3)=[N:18][N:19]=[C:12]2[CH2:11]1)([C:4]([CH3:7])([CH3:6])[CH3:5])([CH3:3])[CH3:2].Br[C:40]1[CH:41]=[N:42][CH:43]=[CH:44][C:45]=1[CH3:46].C(=O)([O-])[O-].[K+].[K+]>C(COC)OC.O.C1C=CC([P]([Pd]([P](C2C=CC=CC=2)(C2C=CC=CC=2)C2C=CC=CC=2)([P](C2C=CC=CC=2)(C2C=CC=CC=2)C2C=CC=CC=2)[P](C2C=CC=CC=2)(C2C=CC=CC=2)C2C=CC=CC=2)(C2C=CC=CC=2)C2C=CC=CC=2)=CC=1>[Si:1]([O:8][CH2:9][C:10]1([CH3:38])[S:16][CH2:15][CH2:14][N:13]2[C:17]([C:20]3([C:23]4[CH:24]=[CH:25][C:26]([C:40]5[CH:41]=[N:42][CH:43]=[CH:44][C:45]=5[CH3:46])=[CH:27][CH:28]=4)[CH2:22][CH2:21]3)=[N:18][N:19]=[C:12]2[CH2:11]1)([C:4]([CH3:7])([CH3:5])[CH3:6])([CH3:3])[CH3:2] |f:2.3.4,^1:63,65,84,103|. Procedure: A solution of the compound (555 mg, 1.0 mmol) obtained in Example 16-5), 3-bromo-4-methylpyridine (344 mg, 2 mmol), tetrakis(triphenylphosphine)palladium(0) (231 mg, 0.2 mmol), and potassium carbonate (276 mg, 2 mmol) in dimethoxyethane (4 mL) and water (1 mL) was stirred at 100° C. for 30 min under microwave irradiation. The reaction mixture was cooled to room temperature and purified by silica gel chromatography (Isco Combiflash, 40 g, methanol:ethyl acetate=0:100 to 20:80, gradient) to obtain... Reactants: BrC=1C=C2N(N=CC(=C2Cl)C(=O)N)C1 (6-bromo-4-chloropyrrolo[1,2-b]pyridazine-3-carboxamide), BrC=1C=C2N(N=CC(=C2Cl)C(=O)N)C1 (6-bromo-4-chloropyrrolo[1,2-b]pyridazine-3-carboxamide), N[C@H]1[C@@H](CN(CC1)C(=O)OC(C)(C)C)CC ((3R,4R)-tert-butyl 4-amino-3-ethylpiperidine-1-carboxylate), N[C@H]1[C@@H](CN(CC1)C(=O)OC(C)(C)C)CC ((3R,4R)-tert-butyl 4-amino-3-ethylpiperidine-1-carboxylate), CC(=O)O (AcOH), CCN(C(C)C)C(C)C (DIEA). Solvent: C(C)(=O)OCC (ethyl acetate), CN(C)C=O (DMF). Reaction conditions: temperature 90 celsius. Product: BrC=1C=C2N(N=CC(=C2N[C@H]2[C@@H](CN(CC2)C(=O)OC(C)(C)C)CC)C(N)=O)C1 ((3R,4R)-tert-butyl 4-((6-bromo-3-carbamoylpyrrolo[1,2-b]pyridazin-4-yl)amino)-3-ethylpiperidine-1-carboxylate). The yield is 75.0%. Reaction SMILES: [Br:1][C:2]1[CH:3]=[C:4]2[C:9](Cl)=[C:8]([C:11]([NH2:13])=[O:12])[CH:7]=[N:6][N:5]2[CH:14]=1.[NH2:15][C@@H:16]1[CH2:21][CH2:20][N:19]([C:22]([O:24][C:25]([CH3:28])([CH3:27])[CH3:26])=[O:23])[CH2:18][C@H:17]1[CH2:29][CH3:30].CC(O)=O.CCN(C(C)C)C(C)C>CN(C=O)C.C(OCC)(=O)C>[Br:1][C:2]1[CH:3]=[C:4]2[C:9]([NH:15][C@@H:16]3[CH2:21][CH2:20][N:19]([C:22]([O:24][C:25]([CH3:27])([CH3:26])[CH3:28])=[O:23])[CH2:18][C@H:17]3[CH2:29][CH3:30])=[C:8]([C:11](=[O:12])[NH2:13])[CH:7]=[N:6][N:5]2[CH:14]=1. Procedure details: To a solution of 6-bromo-4-chloropyrrolo[1,2-b]pyridazine-3-carboxamide (Intermediate 2, 334 mg, 1.217 mmol) and (3R,4R)-tert-butyl 4-amino-3-ethylpiperidine-1-carboxylate (1.2 eq., Intermediate 8), AcOH (351 mg, 1.217 mmol) in DMF (3.0 ml) was added DIEA (1275 μl, 7.30 mmol). The reaction was heated at 90° C. for 5 hrs. The reaction was diluted with ethyl acetate (100 ml), and washed with water (3×100 ml), dried with sodium sulfate, filtered, and concentrated under reduced pressure. The crude p... Reactants: [H-].[Na+] (sodium hydride), ClC1=C(C2=C(CC(O2)CO)C=C1)Cl (6,7-dichloro-2-hydroxymethyl-2,3-dihydrobenzofuran), C(C)Br (ethyl bromide). Solvent: CN(C)C=O (DMF). Run at time 30 minute. The product is ClC1=C(C2=C(CC(O2)COCC)C=C1)Cl (6,7-dichloro-2-ethoxymethyl-2,3-dihydrobenzofuran). Yield: 61.6%. As a reaction SMILES: [Cl:1][C:2]1[CH:12]=[CH:11][C:5]2[CH2:6][CH:7]([CH2:9][OH:10])[O:8][C:4]=2[C:3]=1[Cl:13].[H-].[Na+].[CH2:16](Br)[CH3:17]>CN(C=O)C>[Cl:1][C:2]1[CH:12]=[CH:11][C:5]2[CH2:6][CH:7]([CH2:9][O:10][CH2:16][CH3:17])[O:8][C:4]=2[C:3]=1[Cl:13] |f:1.2|. Procedure: To a solution of 2.88 g of 6,7-dichloro-2-hydroxymethyl-2,3-dihydrobenzofuran dissolved in 22 ml of DMF is added 790 mg of sodium hydride (50% suspension) and stirred at room temperature for 30 minutes. After addition of 1.73 g of ethyl bromide, the reaction mixture is stirred at room temperature for 17 hours and extracted with water and ether. The ether layer is washed with water, dried over magensium sulfate, and evaporated under reduced pressure to give a residue, which is chromatographed on ... The reactants are C[C@H]1COCC=2N1C1=C(C=NC3=CC(=CC=C13)\C=C\S(=O)(=O)C)N2 ((11S)-11-methyl-3-[(E)-2-(methylsulfonyl)ethenyl]-10,11-dihydro-8H-[1,4]oxazino[4′,3′:1,2]imidazo[4,5-c]quinoline). The reagents and catalysts are [Pd] (palladium on carbon). The solvent is C(C)O (ethanol), C(C)O (ethanol). Conditions: time 8 hour. The product is C[C@H]1COCC=2N1C1=C(C=NC3=CC(=CC=C13)CCS(=O)(=O)C)N2 ((11S)-11-methyl-3-[2-(methylsulfonyl)ethyl]-10,11-dihydro-8H-[1,4]oxazino[4′,3′:1,2]imidazo[4,5-c]quinoline). The yield is 99.4%. Reaction SMILES: [CH3:1][C@@H:2]1[N:7]2[C:8]3[C:17]4[C:12](=[CH:13][C:14](/[CH:18]=[CH:19]/[S:20]([CH3:23])(=[O:22])=[O:21])=[CH:15][CH:16]=4)[N:11]=[CH:10][C:9]=3[N:24]=[C:6]2[CH2:5][O:4][CH2:3]1>[Pd].C(O)C>[CH3:1][C@@H:2]1[N:7]2[C:8]3[C:17]4[C:12](=[CH:13][C:14]([CH2:18][CH2:19][S:20]([CH3:23])(=[O:21])=[O:22])=[CH:15][CH:16]=4)[N:11]=[CH:10][C:9]=3[N:24]=[C:6]2[CH2:5][O:4][CH2:3]1. Procedure: A 250-mL, glass Parr bottle was charged with palladium on carbon (10%, 0.04 g) and 2 mL of ethanol. A solution of (11S)-11-methyl-3-[(E)-2-(methylsulfonyl)ethenyl]-10,11-dihydro-8H-[1,4]oxazino[4′,3′:1,2]imidazo[4,5-c]quinoline (0.45 g, 1.31 mmol) dissolved in 125 mL of ethanol was then added. The reaction mixture was placed on Parr apparatus and shaken under H2 at 50 PSI (3.4×105 Pa) overnight at ambient temperature. The reaction mixture was then filtered through a pad of CELITE filter agent. T... Reactants: C(OCC)([O-])[O-] (ethyl orthoformate), CC(=O)OCC1=C2C=CC=CC2=C(C3=CC=CC=C31)COC(=O)C (acetic), C(C)(=O)OC(C)=O (acetic anhydride), C(CC(=O)OCC)(=O)OCC (diethyl malonate), C(OCC)([O-])[O-] (ethyl ortho-formate), C(C)(=O)OC(C)=O (acetic anhydride), C(CC(=O)OCC)(=O)OCC (diethyl malonate), C(C)OC=C(C(=O)OCC)C(=O)[O-] (ethyl ethoxymethylenemalonate), C(CC(=O)OCC)(=O)OCC (diethyl malonate). The reagents and catalysts are [Cl-].[Zn+2].[Cl-] (zinc chloride). The solvent is CCOCC (ether). Reaction conditions: time 3 hour. The product is C(C)OC=C(C(=O)OCC)C(=O)OCC (Diethyl Ethoxymethylenemalonate). Yield: 85.0%. Reaction SMILES: [C:1]([O:9][CH2:10][CH3:11])(=[O:8])[CH2:2][C:3]([O:5][CH2:6][CH3:7])=[O:4].[CH:12]([O-])([O-])[O:13][CH2:14][CH3:15].C(OC(=O)C)(=O)C.CC(OCC1C2C(=CC=CC=2)C(COC(C)=O)=C2C=1C=CC=C2)=O.C(OC=C(C([O-])=O)C(OCC)=O)C>[Cl-].[Zn+2].[Cl-].CCOCC>[CH2:14]([O:13][CH:12]=[C:2]([C:3]([O:5][CH2:6][CH3:7])=[O:4])[C:1]([O:9][CH2:10][CH3:11])=[O:8])[CH3:15] |f:5.6.7|. Procedure: A mixture of diethyl malonate (160 g., 1.0 mole), ethyl ortho-formate (148 g., 1.0 mole), acetic anhydride solvent (204 g., 2 moles) and anhydrous zinc chloride catalyst (0.5 g) was heated in an oil bath for 6.5 hr (temperature of contents 104°-113° C). The mixture was then distilled through a short column during 3.5 hr, raising the pot temperature to 124°and yielding 120 ml of distillate. The residue was treated with additional ethyl orthoformate (148 g., 1.0 mole) and acetic and acetic anhydri... The reactants are C(C)OC(CCBr)=O (Ethyl-3-bromoproprionate), C(C)(C)(C)OC(=O)N1CCNCC1 (tert-butyl-1-piperazine carboxylate), C([O-])([O-])=O.[K+].[K+] (potassium carbonate). Run in C(C)#N (acetonitrile). Reaction conditions: time 56 hour. Product: C(C)OC(CCN1CCN(CC1)C(=O)OC(C)(C)C)=O (tert-butyl 4-(3-ethoxy-3-oxopropyl)-1-piperazinecarboxylate). RXN SMILES: [CH2:1]([O:3][C:4](=[O:8])[CH2:5][CH2:6]Br)[CH3:2].[C:9]([O:13][C:14]([N:16]1[CH2:21][CH2:20][NH:19][CH2:18][CH2:17]1)=[O:15])([CH3:12])([CH3:11])[CH3:10].C(=O)([O-])[O-].[K+].[K+]>C(#N)C>[CH2:1]([O:3][C:4](=[O:8])[CH2:5][CH2:6][N:19]1[CH2:18][CH2:17][N:16]([C:14]([O:13][C:9]([CH3:12])([CH3:11])[CH3:10])=[O:15])[CH2:21][CH2:20]1)[CH3:2] |f:2.3.4|. Procedure: Ethyl-3-bromoproprionate (1.67 ml) was added to a suspension of tert-butyl-1-piperazine carboxylate (2.43 g) and potassium carbonate (2.16 g) in acetonitrile (30 ml). The reaction mixture was stirred for 56 hrs at room temperature, after which time the solvent was removed under reduced pressure and the residue partitioned between dichloromethane and water. The organic layer was separated, dried over magnesium sulphate and the solvent removed under reduced pressure to afford tert-butyl 4-(3-ethox... As a reaction SMILES: [Cl:1][C:2]1[N:3]=[C:4]([C:14]2[CH:19]=[CH:18][CH:17]=[CH:16][CH:15]=2)[C:5]2[C:10]([C:11]=1[CH:12]=[O:13])=[CH:9][CH:8]=[CH:7][CH:6]=2.P([O-])([O-])([O-])=[O:21].[Mn]([O-])(=O)(=O)=O.[K+]>CC(C)=O>[Cl:1][C:2]1[N:3]=[C:4]([C:14]2[CH:19]=[CH:18][CH:17]=[CH:16][CH:15]=2)[C:5]2[C:10]([C:11]=1[C:12]([OH:21])=[O:13])=[CH:9][CH:8]=[CH:7][CH:6]=2 |f:2.3|. Conditions: time 2 hour. Starting materials: ClC=1N=C(C2=CC=CC=C2C1C=O)C1=CC=CC=C1 (3-Chloro-1-phenyl-isoquinoline-4-aldehyde), P(=O)([O-])([O-])[O-] (phosphate), [Mn](=O)(=O)(=O)[O-].[K+] (potassium permanganate). Run in CC(=O)C (acetone). Reported procedure: 53.5 g 3-Chloro-1-phenyl-isoquinoline-4-aldehyde are suspended in 1.5 l of acetone and 500 ml of phosphate buffer of pH 7. At 40° C., 40 g of potassium permanganate are introduced portionwise within 2 hours and stirring is continued at this temperature for 2 hours. The excess potassium permanganate is destroyed with 10 g sodium hydrogenosulfite and the solution is concentrated to 500 ml and filtered. The filtrate is brought to pH 4 with concentrated hydrochloric acid followed by thorough extract... Yields the product ClC=1N=C(C2=CC=CC=C2C1C(=O)O)C1=CC=CC=C1 (3-chloro-1-phenyl-isoquinoline-4 carboxylic acid).